This data is from the Open Reaction Database (ORD), a public repository of structured organic reaction records. The task is: describe an organic reaction: reactants, conditions, products, and yield The reactants are ClC1=NC2=CC(=CC=C2C=C1C=O)F (2-chloro-7-fluoroquinoline-3-carbaldehyde), C1(CCCCC1)CNCC (N-(cyclohexylmethyl)-N-ethylamine), C([O-])([O-])=O.[K+].[K+] (potassium carbonate). Run in C1(=CC=CC=C1)C (toluene), O (water), C(C)(=O)OCC (ethyl acetate). Product: C1(CCCCC1)CN(CC)C1=NC2=CC(=CC=C2C=C1C=O)F (2-[N-(cyclohexylmethyl)-N-ethylamino]-7-fluoroquinoline-3-carbaldehyde). As a reaction SMILES: Cl[C:2]1[C:11]([CH:12]=[O:13])=[CH:10][C:9]2[C:4](=[CH:5][C:6]([F:14])=[CH:7][CH:8]=2)[N:3]=1.[CH:15]1([CH2:21][NH:22][CH2:23][CH3:24])[CH2:20][CH2:19][CH2:18][CH2:17][CH2:16]1.C(=O)([O-])[O-].[K+].[K+]>C1(C)C=CC=CC=1.O.C(OCC)(=O)C>[CH:15]1([CH2:21][N:22]([C:2]2[C:11]([CH:12]=[O:13])=[CH:10][C:9]3[C:4](=[CH:5][C:6]([F:14])=[CH:7][CH:8]=3)[N:3]=2)[CH2:23][CH3:24])[CH2:20][CH2:19][CH2:18][CH2:17][CH2:16]1 |f:2.3.4|. Procedure: A suspension of 2-chloro-7-fluoroquinoline-3-carbaldehyde (200 mg, 0.95 mmol), N-(cyclohexylmethyl)-N-ethylamine (140 mg, 0.99 mmol) and potassium carbonate (140 mg, 1.0 mmol) in toluene (3 mL) is stirred and refluxed for 14 hours. The reaction mixture is cooled to room temperature and then diluted with water and ethyl acetate. The organic layer is washed with 1N HCl, brine, dried over magnesium sulfate, filtered and concentrated. The crude product is purified by silica gel column chromatography... Starting materials: O1[C@H](CCC1)C(=O)O ((R)-(+)tetrahydro-2-furoic acid), NCC=1C=CC(=C(C1)C1=NN(C(N1)=O)C1=CC=C(C=C1)C(F)(F)F)Cl (3-(5-(aminomethyl)-2-chlorophenyl)-1-(4-(trifluoromethyl)phenyl)-1H-1,2,4-triazol-5(4H)-one), CN(C)C=O (DMF), CN(C)C(=[N+](C)C)ON1C2=C(C=CC=C2)N=N1.[B-](F)(F)(F)F (TBTU), TEA. Solvent: C1CCOC1 (THF). Run at time 1 hour. Product: ClC1=C(C=C(CNC(=O)[C@@H]2OCCC2)C=C1)C1=NN(C(N1)=O)C1=CC=C(C=C1)C(F)(F)F ((R)—N-(4-Chloro-3-(5-oxo-1-(4-(trifluoromethyl)phenyl)-4,5-dihydro-1H-1,2,4-triazol-3-yl)benzyl)tetrahydrofuran-2-carboxamide). Yield: 28.3%. As a reaction SMILES: [NH2:1][CH2:2][C:3]1[CH:4]=[CH:5][C:6]([Cl:25])=[C:7]([C:9]2[NH:13][C:12](=[O:14])[N:11]([C:15]3[CH:20]=[CH:19][C:18]([C:21]([F:24])([F:23])[F:22])=[CH:17][CH:16]=3)[N:10]=2)[CH:8]=1.CN(C=O)C.CN(C(ON1N=NC2C=CC=CC1=2)=[N+](C)C)C.[B-](F)(F)(F)F.[O:53]1[CH2:57][CH2:56][CH2:55][C@@H:54]1[C:58](O)=[O:59]>C1COCC1>[Cl:25][C:6]1[CH:5]=[CH:4][C:3]([CH2:2][NH:1][C:58]([C@H:54]2[CH2:55][CH2:56][CH2:57][O:53]2)=[O:59])=[CH:8][C:7]=1[C:9]1[NH:13][C:12](=[O:14])[N:11]([C:15]2[CH:16]=[CH:17][C:18]([C:21]([F:24])([F:23])[F:22])=[CH:19][CH:20]=2)[N:10]=1 |f:2.3|. Procedure: To a solution of 3-(5-(aminomethyl)-2-chlorophenyl)-1-(4-(trifluoromethyl)phenyl)-1H-1,2,4-triazol-5(4H)-one (Intermediate-63, 0.070 g, 0.189 mmol) in dry THF: DMF (4:1 mL) was added TBTU (0.182 g, 0.567 mmol) and TEA (3 mL) and stirred for 1 h under nitrogen atmosphere. To the reaction mixture (R)-(+)tetrahydro-2-furoic acid (0.032 g, 0.283 mmol) was added and stirred for 18 h at room temperature. The reaction mass was quenched in water, extracted with ethyl acetate and concentrated to afford c... Starting materials: COC(CCC1=C(C=C(C=C1)OC1=CC(=CC=C1)Br)C)=O (3-[4-(3-bromo-phenoxy)-2-methyl-phenyl]-propionic acid methyl ester), C(C)C1=CC=C(C=C1)O (4-ethylphenol), C24H24O4. Product: C(C)C1=CC=C(OC=2C=C(OC3=CC(=C(C=C3)CCC(=O)O)C)C=CC2)C=C1 (3-{4-[3-(4-Ethyl-phenoxy)-phenoxy]-2-methyl-phenyl}-propionic acid). As a reaction SMILES: C[O:2][C:3](=[O:21])[CH2:4][CH2:5][C:6]1[CH:11]=[CH:10][C:9]([O:12][C:13]2[CH:18]=[CH:17][CH:16]=[C:15](Br)[CH:14]=2)=[CH:8][C:7]=1[CH3:20].[CH2:22]([C:24]1[CH:29]=[CH:28][C:27]([OH:30])=[CH:26][CH:25]=1)[CH3:23]>>[CH2:22]([C:24]1[CH:29]=[CH:28][C:27]([O:30][C:15]2[CH:14]=[C:13]([CH:18]=[CH:17][CH:16]=2)[O:12][C:9]2[CH:10]=[CH:11][C:6]([CH2:5][CH2:4][C:3]([OH:2])=[O:21])=[C:7]([CH3:20])[CH:8]=2)=[CH:26][CH:25]=1)[CH3:23]. Reported procedure: The title compound is prepared by reacting the compound of 3-[4-(3-bromo-phenoxy)-2-methyl-phenyl]-propionic acid methyl ester with 4-ethylphenol as in Example 18 to afford 0.020 g (14%). 1H NMR (400 MHz, CDCl3); HRMS (ES+) m/z exact mass calculated for C24H24O4 377.1753, found 377.1747. Starting materials: [Li]CCCC, CCCCCC, O=C1CCN(CCc2ccccc2Cl)CC1, C1CCOC1, CCC(=O)Nc1ccccc1. Yields the product CC(C(=O)Nc1ccccc1)C1(O)CCN(CCc2ccccc2Cl)CC1. RXN SMILES: [CH2:1]([Li:2])[CH2:3][CH2:4][CH3:5].[CH3:38][CH2:39][CH2:40][CH2:41][CH2:42][CH3:43].[Cl:22][c:23]1[c:24]([CH2:25][CH2:26][N:27]2[CH2:28][CH2:29][C:30](=[O:33])[CH2:31][CH2:32]2)[cH:34][cH:35][cH:36][cH:37]1.[O:17]1[CH2:18][CH2:19][CH2:20][CH2:21]1.[c:6]1([NH:12][C:13]([CH2:14][CH3:15])=[O:16])[cH:7][cH:8][cH:9][cH:10][cH:11]1>>[c:6]1([NH:12][C:13]([CH:14]([CH3:15])[C:30]2([OH:33])[CH2:29][CH2:28][N:27]([CH2:26][CH2:25][c:24]3[c:23]([Cl:22])[cH:37][cH:36][cH:35][cH:34]3)[CH2:32][CH2:31]2)=[O:16])[cH:7][cH:8][cH:9][cH:10][cH:11]1. The reactants are O=C([O-])[O-], CS(C)=O, O=C(O)CCC(=O)c1ccc(F)cc1, [K+], [K+], O, Sc1ccccc1. Yields the product O=C(O)CCC(=O)c1ccc(Sc2ccccc2)cc1. As a reaction SMILES: [C:22](=[O:23])([O-:24])[O-:25].[CH3:28][S:29](=[O:30])[CH3:31].[F:1][c:2]1[cH:3][cH:4][c:5]([C:8]([CH2:9][CH2:10][C:11](=[O:12])[OH:13])=[O:14])[cH:6][cH:7]1.[K+:26].[K+:27].[OH2:32].[SH:15][c:16]1[cH:17][cH:18][cH:19][cH:20][cH:21]1>>[c:2]1([S:15][c:16]2[cH:17][cH:18][cH:19][cH:20][cH:21]2)[cH:3][cH:4][c:5]([C:8]([CH2:9][CH2:10][C:11](=[O:12])[OH:13])=[O:14])[cH:6][cH:7]1. Yields the product CC(C)(C)c1cc(CCC(=O)NCCOC(=O)CCc2cc(C(C)(C)C)c(O)c(C(C)(C)C)c2)cc(C(C)(C)C)c1O. The reactants are CC(C)(C)c1cc(CCC(=O)NCCO)cc(C(C)(C)C)c1O, CC(C)(C)c1cc(CCC(=O)O)cc(C(C)(C)C)c1O, O, Cc1ccccc1C. Reaction SMILES: [C:1]([CH3:2])([CH3:3])([CH3:4])[c:5]1[cH:6][c:7]([CH2:16][CH2:17][C:18](=[O:19])[NH:20][CH2:21][CH2:22][OH:23])[cH:8][c:9]([C:12]([CH3:13])([CH3:14])[CH3:15])[c:10]1[OH:11].[C:24]([CH3:25])([CH3:26])([CH3:27])[c:28]1[cH:29][c:30]([CH2:39][CH2:40][C:41](=[O:42])[OH:43])[cH:31][c:32]([C:35]([CH3:36])([CH3:37])[CH3:38])[c:33]1[OH:34].[OH2:52].[c:44]1([CH3:45])[c:46]([CH3:47])[cH:48][cH:49][cH:50][cH:51]1>>[C:1]([CH3:2])([CH3:3])([CH3:4])[c:5]1[cH:6][c:7]([CH2:16][CH2:17][C:18](=[O:19])[NH:20][CH2:21][CH2:22][O:23][C:41]([CH2:40][CH2:39][c:30]2[cH:29][c:28]([C:24]([CH3:25])([CH3:26])[CH3:27])[c:33]([OH:34])[c:32]([C:35]([CH3:36])([CH3:37])[CH3:38])[cH:31]2)=[O:42])[cH:8][c:9]([C:12]([CH3:13])([CH3:14])[CH3:15])[c:10]1[OH:11].